From a dataset of the Open Reaction Database (ORD), a public repository of structured organic reaction records. describe an organic reaction: reactants, conditions, products, and yield Starting materials: NC1=NNC=N1 (3-amino-1,2,4-triazole), C(CCC)[N+]#[C-] (n-butylisonitrile), ClC1=C(C=O)C(=CC=C1)F (2-chloro-6-fluorobenzaldehyde), C(C)(=O)Cl (acetyl chloride). The solvent is Cl(=O)(=O)(=O)O (perchloric acid). Yields the product C(CCC)N(C(C)=O)C1=C(N=C2N1NC=N2)C2=C(C=CC=C2F)Cl (N-Butyl-N-[5-(2-chloro-6-fluorophenyl)-imidazo[1,2-b][1,2,4]triazol-6-yl]-acetamide). As a reaction SMILES: [NH2:1][C:2]1[N:6]=[CH:5][NH:4][N:3]=1.[CH2:7]([N+:11]#[C-:12])[CH2:8][CH2:9][CH3:10].[Cl:13][C:14]1[CH:21]=[CH:20][CH:19]=[C:18]([F:22])[C:15]=1[CH:16]=O.[C:23](Cl)(=[O:25])[CH3:24]>Cl(O)(=O)(=O)=O>[CH2:7]([N:11]([C:12]1[N:3]2[NH:4][CH:5]=[N:6][C:2]2=[N:1][C:16]=1[C:15]1[C:18]([F:22])=[CH:19][CH:20]=[CH:21][C:14]=1[Cl:13])[C:23](=[O:25])[CH3:24])[CH2:8][CH2:9][CH3:10]. Procedure details: Compound 55 was prepared in accordance with the general synthesis instructions from 1.0 ml (0.1 mmol) 3-amino-1,2,4-triazole solution (0.1 M, MC), 0.575 ml (0.115 mmol) n-butylisonitrile solution (0.2 M, MC), 0.500 ml (0.15 mmol) 2-chloro-6-fluorobenzaldehyde solution (0.3 M, MC) and 10 μl perchloric acid (w=20%) and by reaction with acetyl chloride, the excess acetyl chloride being removed in vacuo. Reaction SMILES: [C:1]([O:2][CH:3]([C:4]([N:5]1[CH2:6][CH2:7][CH:8]([N:11]2[CH2:12][CH2:13][CH2:14][CH2:15][CH2:16]2)[CH2:9][CH2:10]1)=[O:17])[CH2:18][c:19]1[cH:20][c:21]2[cH:22][n:23]([CH2:29][O:30][CH2:31][CH2:32][Si:33]([CH3:34])([CH3:35])[CH3:36])[n:24][c:25]2[c:26]([CH3:28])[cH:27]1)([O:37][c:38]1[cH:39][cH:40][c:41]([N+:42]([O-:43])=[O:44])[cH:45][cH:46]1)=[O:47].[CH3:75][N:76]([CH3:77])[CH:78]=[O:79].[CH:66]([N:67]([CH:68]([CH3:69])[CH3:70])[CH2:71][CH3:72])([CH3:73])[CH3:74].[OH:48][C:49]1([c:55]2[c:56](=[O:65])[nH:57][c:58]3[cH:59][cH:60][cH:61][cH:62][c:63]3[cH:64]2)[CH2:50][CH2:51][NH:52][CH2:53][CH2:54]1>>[C:1]([O:2][CH:3]([C:4]([N:5]1[CH2:6][CH2:7][CH:8]([N:11]2[CH2:12][CH2:13][CH2:14][CH2:15][CH2:16]2)[CH2:9][CH2:10]1)=[O:17])[CH2:18][c:19]1[cH:20][c:21]2[cH:22][n:23]([CH2:29][O:30][CH2:31][CH2:32][Si:33]([CH3:34])([CH3:35])[CH3:36])[n:24][c:25]2[c:26]([CH3:28])[cH:27]1)(=[O:47])[N:52]1[CH2:51][CH2:50][C:49]([OH:48])([c:55]2[c:56](=[O:65])[nH:57][c:58]3[cH:59][cH:60][cH:61][cH:62][c:63]3[cH:64]2)[CH2:54][CH2:53]1. Starting materials: Cc1cc(CC(OC(=O)Oc2ccc([N+](=O)[O-])cc2)C(=O)N2CCC(N3CCCCC3)CC2)cc2cn(COCC[Si](C)(C)C)nc12, CN(C)C=O, CCN(C(C)C)C(C)C, O=c1[nH]c2ccccc2cc1C1(O)CCNCC1. The product is Cc1cc(CC(OC(=O)N2CCC(O)(c3cc4ccccc4[nH]c3=O)CC2)C(=O)N2CCC(N3CCCCC3)CC2)cc2cn(COCC[Si](C)(C)C)nc12. Starting materials: N1CCC2(CC1)CSC1=C(O2)C2=CC=CC=C2C(C1=O)=O (spiro[naphtho[1,2-b][1,4]oxathiine-2,4′-piperidine]-5,6-dione), BrCC1=C(C=CC=C1)F (1-(bromomethyl)-2-fluorobenzene). The product is FC1=C(CN2CCC3(CC2)CSC2=C(O3)C3=CC=CC=C3C(C2=O)=O)C=CC=C1 (1′-(2-fluorobenzyl)spiro[naphtho[1,2-b][1,4]oxathiine-2,4′-piperidine]-5,6-dione). Reaction SMILES: [NH:1]1[CH2:6][CH2:5][C:4]2([O:11][C:10]3[C:12]4[C:17]([C:18](=[O:21])[C:19](=[O:20])[C:9]=3[S:8][CH2:7]2)=[CH:16][CH:15]=[CH:14][CH:13]=4)[CH2:3][CH2:2]1.Br[CH2:23][C:24]1[CH:29]=[CH:28][CH:27]=[CH:26][C:25]=1[F:30]>>[F:30][C:25]1[CH:26]=[CH:27][CH:28]=[CH:29][C:24]=1[CH2:23][N:1]1[CH2:2][CH2:3][C:4]2([O:11][C:10]3[C:12]4[C:17]([C:18](=[O:21])[C:19](=[O:20])[C:9]=3[S:8][CH2:7]2)=[CH:16][CH:15]=[CH:14][CH:13]=4)[CH2:5][CH2:6]1. Procedure details: Compound 118 was synthesized using spiro[naphtho[1,2-b][1,4]oxathiine-2,4′-piperidine]-5,6-dione, 1-(bromomethyl)-2-fluorobenzene and conditions outlined in procedure V. M.p.=118-122° C.; 400 MHz 1H NMR (CDCl3) δ: 8.05 (d, 1H), 7.65 (m, 2H), 7.5 (t, 1H), 7.4 (t, 1H), 7.3 (m, 1H), 7.15 (t, 1H), 7.05 (t, 1H), 3.7 (s, 2H), 2.9 (s, 2H), 2.8 (d, 2H), 2.55 (t, 2H), 2.1 (d, 2H), 1.9 (t, 2H); LCMS: 410 [M+H]. Starting materials: C(C)OC(C1=C(C=C(C(=C1)OCCOC)OCCOC)N)=O (2-amino-4,5-bis-(2-methoxy-ethoxy)-benzoic acid ethyl ester), C(C)OC(C1=C(C=C(C(=C1)OCCOC)OCCOC)N)=O (2-amino-4,5-bis-(2-methoxy-ethoxy)-benzoic acid ethyl ester), N1=CC=CC=C1 (pyridine), ClCC=1C=C(C(=O)O)C=CC1 (3-(chloromethyl)benzoic acid), ClCC=1C=C(C(=O)O)C=CC1 (3-(chloromethyl)benzoic acid). The solvent is C(Cl)Cl (methylene chloride). Conditions: time 15 minute. Product: COC(C1=C(C=CC(=C1)OC)NC(C1=CC(=CC=C1)CCl)=O)=O (2-(3-chloromethyl-benzoylamino)-5-methoxybenzoic acid methyl ester). Isolated yield 75.0%. RXN SMILES: [CH2:1]([O:3][C:4](=[O:22])[C:5]1[CH:10]=[C:9]([O:11][CH2:12]COC)[C:8](OCCOC)=[CH:7][C:6]=1[NH2:21])C.N1C=CC=CC=1.[Cl:29][CH2:30][C:31]1[CH:32]=[C:33]([CH:37]=[CH:38][CH:39]=1)[C:34](O)=[O:35]>C(Cl)Cl>[CH3:1][O:3][C:4](=[O:22])[C:5]1[CH:10]=[C:9]([O:11][CH3:12])[CH:8]=[CH:7][C:6]=1[NH:21][C:34](=[O:35])[C:33]1[CH:37]=[CH:38][CH:39]=[C:31]([CH2:30][Cl:29])[CH:32]=1. Procedure details: 2-Amino-5-methoxy-benzoic acid methyl ester (compound A) (2.2 g) produced by the above process was dissolved in anhydrous methylene chloride (40 ml), pyridine (1.5 ml) and 3-(chloromethyl)benzoyl chloride (compound B) (2.1 ml) was added dropwise to the solution at 0° C., and the mixture was then stirred at room temperature for 15 min. After the completion of the reaction, distilled water was added thereto at room temperature, and the mixture was then subjected to separatory extraction with chlor... Starting materials: C1CCOC1, CN=C=S, CCOC(C)=O, Cc1cc(Cc2ccc(N)cn2)n(C)c1C(=O)c1ccc(Cl)cc1. Product: CNC(=S)Nc1ccc(Cc2cc(C)c(C(=O)c3ccc(Cl)cc3)n2C)nc1. RXN SMILES: [CH2:29]1[O:30][CH2:31][CH2:32][CH2:33]1.[CH3:25][N:26]=[C:27]=[S:28].[CH3:34][CH2:35][O:36][C:37](=[O:38])[CH3:39].[Cl:1][c:2]1[cH:3][cH:4][c:5]([C:6](=[O:7])[c:8]2[c:9]([CH3:22])[cH:10][c:11]([CH2:14][c:15]3[n:16][cH:17][c:18]([NH2:21])[cH:19][cH:20]3)[n:12]2[CH3:13])[cH:23][cH:24]1>>[Cl:1][c:2]1[cH:3][cH:4][c:5]([C:6](=[O:7])[c:8]2[c:9]([CH3:22])[cH:10][c:11]([CH2:14][c:15]3[n:16][cH:17][c:18]([NH:21][C:27]([NH:26][CH3:25])=[S:28])[cH:19][cH:20]3)[n:12]2[CH3:13])[cH:23][cH:24]1. The reactants are COC=1C=C(C=O)C=C2C1OCO2 (3-methoxy-4,5-methylenedioxybenzaldehyde), C(#C)[Mg]Cl (ethynylmagnesium chloride). Solvent: C1CCOC1 (THF). The product is OC(C#C)C=1C=C(C2=C(OCO2)C1)OC (3-Hydroxy-3-(4-methoxy-1,3-benzodioxol-6-yl)-1-propyne). Reaction SMILES: [CH3:1][O:2][C:3]1[CH:4]=[C:5]([CH:8]=[C:9]2[O:13][CH2:12][O:11][C:10]=12)[CH:6]=[O:7].[C:14]([Mg]Cl)#[CH:15]>C1COCC1>[OH:7][CH:6]([C:5]1[CH:4]=[C:3]([O:2][CH3:1])[C:10]2[O:11][CH2:12][O:13][C:9]=2[CH:8]=1)[C:14]#[CH:15]. Reported procedure: 3-Hydroxy-3-(4-methoxy-1,3-benzodioxol-6-yl)-1-propyne was prepared according to Method A above from 3-methoxy-4,5-methylenedioxybenzaldehyde (0.721 g, 4 mmol) (Lancaster) in THF (20 mL) and ethynylmagnesium chloride (5 mmol, 10 mL, 0.5M solution in tetrahydrofuran) (Aldrich). (Yield 629 mg, 76%). Reactants: CC(CC=O)C (3-Methylbutanal), BrC1=CC=C(C=C1)NN ((4-bromophenyl)hydrazine). Solvent: C(C)(=O)O (acetic acid). Conditions: temperature 120 celsius, time 3 hour. Yields the product BrC=1C=C2C(=CNC2=CC1)C(C)C (5-Bromo-3-isopropyl-1H-indole). Yield: 43.2%. As a reaction SMILES: [CH3:1][CH:2]([CH3:6])[CH2:3][CH:4]=O.[Br:7][C:8]1[CH:13]=[CH:12][C:11]([NH:14]N)=[CH:10][CH:9]=1>C(O)(=O)C>[Br:7][C:8]1[CH:13]=[C:12]2[C:11](=[CH:10][CH:9]=1)[NH:14][CH:4]=[C:3]2[CH:2]([CH3:6])[CH3:1]. Procedure details: 3-Methylbutanal (0.921 g, 10.69 mmol) was added to a solution of (4-bromophenyl)hydrazine (2 g, 10.69 mmol) in acetic acid (100 mL) at 80° C., and the mixture was stirred for 3 h at 120° C. The reaction mixture was concentrated to get the residue, and the residue was partitioned between ethyl acetate and water. Organic layer was separated, washed with saturated bicarbonate solution and brine, dried over sodium sulphate and filtered. The filtrate was concentrated in vacuo and purified by flash ch... Starting materials: N[C@@H](CC(C)C)C(=O)OC1CCCC1 (cyclopentyl L-leucinate), [N+](=O)([O-])C1=CC=C(C=O)C=C1 (4-nitrobenzaldehyde), Cl (HCl), [OH-].[Na+] (NaOH), C(C)(=O)O[BH-](OC(C)=O)OC(C)=O.[Na+] (sodium triacetoxyborohydride). Reagents/catalysts: C(C)(=O)O (acetic acid). The solvent is C(Cl)Cl (DCM). Conditions: time 3 hour. Yields the product CC(C[C@@H](C(=O)OC1CCCC1)NCC1=CC=C(C=C1)[N+](=O)[O-])C ((S)-Cyclopentyl 4-methyl-2-(4-nitrobenzylamino)pentanoate). Isolated yield 45.2%. RXN SMILES: [NH2:1][C@H:2]([C:7]([O:9][CH:10]1[CH2:14][CH2:13][CH2:12][CH2:11]1)=[O:8])[CH2:3][CH:4]([CH3:6])[CH3:5].[N+:15]([C:18]1[CH:25]=[CH:24][C:21]([CH:22]=O)=[CH:20][CH:19]=1)([O-:17])=[O:16].C(O[BH-](OC(=O)C)OC(=O)C)(=O)C.[Na+].Cl.[OH-].[Na+]>C(Cl)Cl.C(O)(=O)C>[CH3:5][CH:4]([CH3:6])[CH2:3][C@H:2]([NH:1][CH2:22][C:21]1[CH:24]=[CH:25][C:18]([N+:15]([O-:17])=[O:16])=[CH:19][CH:20]=1)[C:7]([O:9][CH:10]1[CH2:11][CH2:12][CH2:13][CH2:14]1)=[O:8] |f:2.3,5.6|. Reported procedure: To a solution of cyclopentyl L-leucinate (2.00 g, 10.0 mmol) and 4-nitrobenzaldehyde (3.04 g, 20.0 mmol) in DCM (40 ml) was added glacial acetic acid (2 drops). The solution was allowed to stir at RT for 1 h whereupon sodium triacetoxyborohydride (6.40 g, 30.2 mmol) was added in a single a portion. After stirring for 3 h, the solution was poured on to aq. 1M HCl, allowed to stir for 30 min, neutralised with aq. 1M NaOH and extracted with DCM. The combined organics were washed with water and brin... Reaction conditions: temperature -78 celsius, time 1 hour. Procedure: To a solution of 7-[4-(2-butoxyethoxy)phenyl]-N-[4-(1-methyl-1H-1,2,4-triazol-5-ylmethylthio)phenyl]-1-isobutyl-2,3-dihydro-1H-1-benzazepine-4-carboxamide (565 mg) in dichloromethane (10 ml) was added dropwise a solution of 3-chloroperbenzoic acid (70%, 0.32 g) in dichloromethane (10 ml) at −78° C. The mixture was stirred for 1 hour at −78° C., sodium thiosulfate solution was added to the reaction solution at room temperature and the mixture was stirred for several minutes. The mixture was extra... The product is C(CCC)OCCOC1=CC=C(C=C1)C=1C=CC2=C(C=C(CCN2CC(C)C)C(=O)NC2=CC=C(C=C2)S(=O)CC2=NC=NN2C)C1 (7-[4-(2-butoxyethoxy)phenyl]-N-[4-(1-methyl-1H-1,2,4-triazol-5-ylmethylsulfinyl)phenyl]-1-isobutyl-2,3-dihydro-1H-1-benzazepine-4-carboxamide). Reactants: S(=S)(=O)([O-])[O-].[Na+].[Na+] (sodium thiosulfate), C(CCC)OCCOC1=CC=C(C=C1)C=1C=CC2=C(C=C(CCN2CC(C)C)C(=O)NC2=CC=C(C=C2)SCC2=NC=NN2C)C1 (7-[4-(2-butoxyethoxy)phenyl]-N-[4-(1-methyl-1H-1,2,4-triazol-5-ylmethylthio)phenyl]-1-isobutyl-2,3-dihydro-1H-1-benzazepine-4-carboxamide), ClC1=CC(=CC=C1)C(=O)OO (3-chloroperbenzoic acid). Yield: 88.9%. As a reaction SMILES: [CH2:1]([O:5][CH2:6][CH2:7][O:8][C:9]1[CH:14]=[CH:13][C:12]([C:15]2[CH:16]=[CH:17][C:18]3[N:24]([CH2:25][CH:26]([CH3:28])[CH3:27])[CH2:23][CH2:22][C:21]([C:29]([NH:31][C:32]4[CH:37]=[CH:36][C:35]([S:38][CH2:39][C:40]5[N:44]([CH3:45])[N:43]=[CH:42][N:41]=5)=[CH:34][CH:33]=4)=[O:30])=[CH:20][C:19]=3[CH:46]=2)=[CH:11][CH:10]=1)[CH2:2][CH2:3][CH3:4].ClC1C=CC=C(C(OO)=[O:55])C=1.S([O-])([O-])(=O)=S.[Na+].[Na+]>ClCCl>[CH2:1]([O:5][CH2:6][CH2:7][O:8][C:9]1[CH:10]=[CH:11][C:12]([C:15]2[CH:16]=[CH:17][C:18]3[N:24]([CH2:25][CH:26]([CH3:27])[CH3:28])[CH2:23][CH2:22][C:21]([C:29]([NH:31][C:32]4[CH:33]=[CH:34][C:35]([S:38]([CH2:39][C:40]5[N:44]([CH3:45])[N:43]=[CH:42][N:41]=5)=[O:55])=[CH:36][CH:37]=4)=[O:30])=[CH:20][C:19]=3[CH:46]=2)=[CH:13][CH:14]=1)[CH2:2][CH2:3][CH3:4] |f:2.3.4|. Solvent: ClCCl (dichloromethane), ClCCl (dichloromethane).